Dataset: the Open Reaction Database (ORD), a public repository of structured organic reaction records. Task: describe an organic reaction: reactants, conditions, products, and yield Starting materials: C(C)(C)(C)OC(=O)[C@H]1N(C(CC1)=O)C(=O)OC(C)(C)C ((2S)-1-(tert-Butoxycarbonyl)-5-oxopyrrolidine-2-carboxylic acid tert-butyl ester), CC(C)C[AlH]CC(C)C (DIBAL-H). Run in C1CCOC1 (THF). Run at time 8 hour. Yields the product C(C)(C)(C)OC(=O)[C@H]1N(C(CC1)O)C(=O)OC(C)(C)C ((2S,5R/S)-1-(tert-Butoxycarbonyl)-5-hydroxypyrrolidine-2-carboxylic acid tert-butyl ester). Isolated yield 92.8%. RXN SMILES: [C:1]([O:5][C:6]([C@@H:8]1[CH2:12][CH2:11][C:10](=[O:13])[N:9]1[C:14]([O:16][C:17]([CH3:20])([CH3:19])[CH3:18])=[O:15])=[O:7])([CH3:4])([CH3:3])[CH3:2].CC(C[AlH]CC(C)C)C>C1COCC1>[C:1]([O:5][C:6]([C@@H:8]1[CH2:12][CH2:11][CH:10]([OH:13])[N:9]1[C:14]([O:16][C:17]([CH3:20])([CH3:19])[CH3:18])=[O:15])=[O:7])([CH3:4])([CH3:3])[CH3:2]. Procedure details: A solution of 13.0 g (45.6 mmol) of 44 in 150 ml of anhydrous THF was added dropwise with 100 ml of DIBAL-H (1 M/hexane, 100 mmol, 2.2 eq.) at −78° C. over a period of 30 min, and after completed addition the solution was stirred for two more hours. Thereafter, excess reagent was destroyed by adding 7 ml of isopropanol (evolution of hydrogen). This was added with 200 ml of K—Na tartrate solution (1.77 M), followed by slow thawing to RT overnight. The batch was subsequently transferred into a sep... The reactants are Cl.SC1CNC1 (3-mercaptoazetidine hydrochloride), CSC=1SCCN1 (2-(methylthio)-1,3-thiazoline), C1(=CC=CC=C1)P(C1=CC=CC=C1)C1=CC=CC=C1 (triphenylphosphine). The solvent is CO (methanol). Product: Cl.SC1CN(C1)C=1SCCN1 (3-mercapto-1-(1,3-thiazolin-2-yl)azetidine hydrochloride). Isolated yield 76.4%. As a reaction SMILES: [ClH:1].[SH:2][CH:3]1[CH2:6][NH:5][CH2:4]1.CS[C:9]1[S:10][CH2:11][CH2:12][N:13]=1.C1(P(C2C=CC=CC=2)C2C=CC=CC=2)C=CC=CC=1>CO>[ClH:1].[SH:2][CH:3]1[CH2:6][N:5]([C:9]2[S:10][CH2:11][CH2:12][N:13]=2)[CH2:4]1 |f:0.1,5.6|. Procedure: To a solution of 22.7 mg of 3-mercaptoazetidine hydrochloride (12) obtained in the above Example 11 dissolved in 95% methanol (including 1 ml of water), there were added 26.6 mg of 2-(methylthio)-1,3-thiazoline and 5.2 mg of triphenylphosphine, and the resulting solution was subjected to heating and reflux for six hours. After the reaction was over, the solvent was evaporated in a vacuum, and the obtained residue was dissolved in a 0.1N hydrochloric acid, and the resulting mixture was washed wit... Reactants: BrC=1C=C(C=CC1C1CCCCC1)C(C(=O)OCC)=O (ethyl 3-bromo-4-cyclohexylphenylglyoxylate), FC(F)(F)I (trifluoromethyl iodide). The reagents and catalysts are [Cu] (copper). The solvent is CN(C=O)C (dimethylformamide). Conditions: temperature 140 celsius, time 5 hour. Yields the product FC(C=1C=C(C=CC1C1CCCCC1)C(C(=O)OCC)=O)(F)F (ethyl 3-trifluoromethyl-4-cyclohexylphenylglyoxylate). RXN SMILES: Br[C:2]1[CH:3]=[C:4]([C:14](=[O:20])[C:15]([O:17][CH2:18][CH3:19])=[O:16])[CH:5]=[CH:6][C:7]=1[CH:8]1[CH2:13][CH2:12][CH2:11][CH2:10][CH2:9]1.[F:21][C:22](I)([F:24])[F:23]>[Cu].CN(C)C=O>[F:21][C:22]([F:24])([F:23])[C:2]1[CH:3]=[C:4]([C:14](=[O:20])[C:15]([O:17][CH2:18][CH3:19])=[O:16])[CH:5]=[CH:6][C:7]=1[CH:8]1[CH2:13][CH2:12][CH2:11][CH2:10][CH2:9]1. Procedure: To a solution of 0.01 moles of ethyl 3-bromo-4-cyclohexylphenylglyoxylate in 50 ml. of dimethylformamide is added 0.15 moles of trifluoromethyl iodide and 0.02 g. of copper powder. The reaction is shaken in a sealed tube for 5 hours at 140° C., cooled, and then filtered and evaporated in vacuo. 200 ml. of water is added to the residue and extracted with ether. The ether extract is dried, evaporated to dryness and distilled to obtain ethyl 3-trifluoromethyl-4-cyclohexylphenylglyoxylate.